From a dataset of the Open Reaction Database (ORD), a public repository of structured organic reaction records. describe an organic reaction: reactants, conditions, products, and yield The reactants are [OH-].[Na+] (sodium hydroxide), NC=1C(C(C1OCC)=O)=O (3-amino-4-ethoxy-3-cyclobutene-1,2-dione), Br.NCCN1OC(NC1=O)=O (2-(2-aminoethyl)-1,2,4-oxadiazolidine-3,5-dione hydrobromide). Solvent: C(C)O (ethanol), C(C)O (ethanol). Run at time 24 hour. Product: NC1=C(C(C1=O)=O)NCCN1OC(NC1=O)=O (2-[2-[(2-Amino-3,4-dioxo-1-cyclobuten-1-yl)amino]ethyl]-1,2,4-oxadiazolidine-3,5-dione), hydrate. The yield is 45.0%. Reaction SMILES: [NH2:1][C:2]1[C:3](=O)[C:4](=[O:9])[C:5]=1[O:6]CC.Br.[NH2:12][CH2:13][CH2:14][N:15]1[C:19](=[O:20])[NH:18][C:17](=[O:21])[O:16]1.[OH-].[Na+]>C(O)C>[NH2:1][C:2]1[C:5](=[O:6])[C:4](=[O:9])[C:3]=1[NH:12][CH2:13][CH2:14][N:15]1[C:19](=[O:20])[NH:18][C:17](=[O:21])[O:16]1 |f:1.2,3.4|. Procedure details: A solution of 3-amino-4-ethoxy-3-cyclobutene-1,2-dione (0.56 g, 4.0 mmol) in ethanol (20 mL) was added to 2-(2-aminoethyl)-1,2,4-oxadiazolidine-3,5-dione hydrobromide (0.90 g, 4.0 mmol) in ethanol (100 mL). The reaction mixture was treated with 1N sodium hydroxide solution (8 mL, 8 mmol) and allowed to stir for 24 hours at room temperature. The resulting precipitate was filtered, dissolved in water and passed through an ion exchange column (AG 50W-X2, 100-200 mesh, H+ form), eluting with water. ... The reactants are CC1=C(C=C(C=C1C)C)OC (2,3,5-trimethylanisole), ClS(=O)(=O)O (chlorosulfonic acid), ice. The solvent is C(Cl)Cl (methylenchloride), C(Cl)Cl (methylene chloride). Product: COC1=C(C(=C(C(=C1)C)S(=O)(=O)Cl)C)C (4-methoxy-2,3,6-trimethylbenzensulfonyl chloride). Reaction SMILES: [CH3:1][C:2]1[C:7]([CH3:8])=[CH:6][C:5]([CH3:9])=[CH:4][C:3]=1[O:10][CH3:11].[Cl:12][S:13](O)(=[O:15])=[O:14]>C(Cl)Cl>[CH3:11][O:10][C:3]1[CH:4]=[C:5]([CH3:9])[C:6]([S:13]([Cl:12])(=[O:15])=[O:14])=[C:7]([CH3:8])[C:2]=1[CH3:1]. Reported procedure: In 500 ml of methylenchloride was dissolved 4.5 g of 2,3,5-trimethylanisole, and after cooling at -5°~-10° C., a solution (400 ml) of 6.0 ml of chlorosulfonic acid in methylene chloride was added dropwise to the mixture. The reaction mixture was kept at room temperature and then poured into ice-5% aqueous NaHCO3. The methylene chloride layer was washed with water and dried over anhydrous magnesium sulfate. The solvent was distilled off and the residue was crystallized from n-hexane and filtered. Reported procedure: To a stirring solution of 2-(5-phenyl-4-(trifluoromethyl)isoxazol-3-yl)-4,5-dihydronaphtho[2,1-d]thiazole-7-carbaldehyde (0.106 g, 0.249 mmol) in 1,2-dichloroethane (2.0 ml) at room temperature, was added azetidine-3-carboxylic acid (0.075 g, 0.746 mmol). The resulting pale suspension was stirred for 15 min after which tetraisopropyl titanate (0.222 ml, 0.746 mmol) was added dropwise. The reaction mixture turned light orange. Stirring was continued for 4 h after which sodium cyanoborohydride (0.... Yields the product C1(=CC=CC=C1)C1=C(C(=NO1)C=1SC2=C(N1)CCC1=CC(=CC=C12)CN1CC(C1)C(=O)O)C(F)(F)F (1-((2-(5-phenyl-4-(trifluoromethyl)isoxazol-3-yl)-4,5-dihydronaphtho[2,1-d]thiazol-7-yl)methyl)azetidine-3-carboxylic acid). Starting materials: C1(=CC=CC=C1)C1=C(C(=NO1)C=1SC2=C(N1)CCC1=CC(=CC=C12)C=O)C(F)(F)F (2-(5-phenyl-4-(trifluoromethyl)isoxazol-3-yl)-4,5-dihydronaphtho[2,1-d]thiazole-7-carbaldehyde), N1CC(C1)C(=O)O (azetidine-3-carboxylic acid), C(#N)[BH3-].[Na+] (sodium cyanoborohydride). Reaction SMILES: [C:1]1([C:7]2[O:11][N:10]=[C:9]([C:12]3[S:13][C:14]4[C:24]5[C:19](=[CH:20][C:21]([CH:25]=O)=[CH:22][CH:23]=5)[CH2:18][CH2:17][C:15]=4[N:16]=3)[C:8]=2[C:27]([F:30])([F:29])[F:28])[CH:6]=[CH:5][CH:4]=[CH:3][CH:2]=1.[NH:31]1[CH2:34][CH:33]([C:35]([OH:37])=[O:36])[CH2:32]1.C([BH3-])#N.[Na+]>ClCCCl.CO.CC([O-])C.CC([O-])C.CC([O-])C.CC([O-])C.[Ti+4]>[C:1]1([C:7]2[O:11][N:10]=[C:9]([C:12]3[S:13][C:14]4[C:24]5[C:19](=[CH:20][C:21]([CH2:25][N:31]6[CH2:34][CH:33]([C:35]([OH:37])=[O:36])[CH2:32]6)=[CH:22][CH:23]=5)[CH2:18][CH2:17][C:15]=4[N:16]=3)[C:8]=2[C:27]([F:30])([F:29])[F:28])[CH:2]=[CH:3][CH:4]=[CH:5][CH:6]=1 |f:2.3,6.7.8.9.10|. The yield is 44.8%. Reagents/catalysts: CC(C)[O-].CC(C)[O-].CC(C)[O-].CC(C)[O-].[Ti+4] (tetraisopropyl titanate). Reaction conditions: time 4 hour. Solvent: CO (MeOH), ClCCCl (1,2-dichloroethane). The reactants are Cc1nc(C)c(C(=O)NC(C)c2ccccc2)cc1CCl, CO, [Na]. The product is COCc1cc(C(=O)NC(C)c2ccccc2)c(C)nc1C. RXN SMILES: [CH3:1][CH:2]([c:3]1[cH:4][cH:5][cH:6][cH:7][cH:8]1)[NH:9][C:10](=[O:11])[c:12]1[c:13]([CH3:21])[n:14][c:15]([CH3:20])[c:16]([CH2:18][Cl:19])[cH:17]1.[CH3:23][OH:24].[Na:22]>>[CH3:1][CH:2]([c:3]1[cH:4][cH:5][cH:6][cH:7][cH:8]1)[NH:9][C:10](=[O:11])[c:12]1[c:13]([CH3:21])[n:14][c:15]([CH3:20])[c:16]([CH2:18][O:24][CH3:23])[cH:17]1. The reactants are COCOc1cc(CC(=O)OC)c(-c2ccc(CNCCCN3CCOCC3)o2)c(OCOC)c1, CN(C)c1ccccn1, CC(=O)OC(C)=O, ClC(Cl)Cl, ClCCl. Yields the product COCOc1cc(CC(=O)OC)c(-c2ccc(CN(CCCN3CCOCC3)C(C)=O)o2)c(OCOC)c1. As a reaction SMILES: [CH3:1][O:2][CH2:3][O:4][c:5]1[c:6](-[c:20]2[o:21][c:22]([CH2:25][NH:26][CH2:27][CH2:28][CH2:29][N:30]3[CH2:31][CH2:32][O:33][CH2:34][CH2:35]3)[cH:23][cH:24]2)[c:7]([CH2:15][C:16](=[O:17])[O:18][CH3:19])[cH:8][c:9]([O:11][CH2:12][O:13][CH3:14])[cH:10]1.[CH3:36][N:37]([c:38]1[cH:39][cH:40][cH:41][cH:42][n:43]1)[CH3:44].[CH3:45][C:46](=[O:47])[O:48][C:49](=[O:50])[CH3:51].[CH:52]([Cl:53])([Cl:54])[Cl:55].[Cl:56][CH2:57][Cl:58]>>[CH3:1][O:2][CH2:3][O:4][c:5]1[c:6](-[c:20]2[o:21][c:22]([CH2:25][N:26]([CH2:27][CH2:28][CH2:29][N:30]3[CH2:31][CH2:32][O:33][CH2:34][CH2:35]3)[C:46]([CH3:45])=[O:47])[cH:23][cH:24]2)[c:7]([CH2:15][C:16](=[O:17])[O:18][CH3:19])[cH:8][c:9]([O:11][CH2:12][O:13][CH3:14])[cH:10]1. The reactants are C(C)N=C=O (ethyl isocyanate), C(C)CC(=O)O.C(C)(=O)OCC=1CS[C@H]2N(C1C(=O)O)C([C@H]2NC(C(C2=CC=CC=C2)=NO)=O)=O (3-acetoxymethyl-7β-(2-hydroxyimino-2-phenylacetamido)ceph-3-em-4-carboxylic acid ethyl acetate), [N-]=C=O (isocyanate). Solvent: petroleum. Reaction conditions: time 1 hour. Yields the product C(C)(=O)OCC=1CS[C@H]2N(C1C(=O)O)C([C@H]2NC(C(C2=CC=CC=C2)=NOC(NCC)=O)=O)=O (3-Acetoxymethyl-7β-(2-ethylcarbamoyloxyimino-2-phenylacetamido)ceph-3-em-4-carboxylic acid). The yield is 47.0%. Reaction SMILES: [CH2:1]([N:3]=[C:4]=[O:5])[CH3:2].C(CC(O)=O)C.[C:12]([O:15][CH2:16][C:17]1[CH2:18][S:19][C@@H:20]2[C@H:27]([NH:28][C:29](=[O:39])[C:30](=[N:37][OH:38])[C:31]3[CH:36]=[CH:35][CH:34]=[CH:33][CH:32]=3)[C:26](=[O:40])[N:21]2[C:22]=1[C:23]([OH:25])=[O:24])(=[O:14])[CH3:13].[N-]=C=O>>[C:12]([O:15][CH2:16][C:17]1[CH2:18][S:19][C@@H:20]2[C@H:27]([NH:28][C:29](=[O:39])[C:30](=[N:37][O:38][C:4](=[O:5])[NH:3][CH2:1][CH3:2])[C:31]3[CH:36]=[CH:35][CH:34]=[CH:33][CH:32]=3)[C:26](=[O:40])[N:21]2[C:22]=1[C:23]([OH:25])=[O:24])(=[O:14])[CH3:13] |f:1.2|. Procedure details: To ethyl isocyanate (5 ml.) was added 3-acetoxymethyl-7β-(2-hydroxyimino-2-phenylacetamido)ceph-3-em-4-carboxylic acid ethyl acetate solvate (syn-isomer) (0.9 g.) and the mixture stirred for one hour at room temperature. Two further portions of the isocyanate (5 ml.) were added, over a period of two hours. The mixture was then allowed to stand for one hour, and poured into petroleum (b.p. 40°-60°; 250 ml.) and the resulting precipitate collected, washed thoroughly with petroleum and dried. The s... Starting materials: NC=1C=C2C(C(N(C2=CC1N)CCC)=O)(C)C (5,6-diamino-3,3-dimethyl-1-propyl-1,3-dihydro-indol-2-one), C(Cl)Cl.CO (CH2Cl2 MeOH), BrC#N (BrCN). The solvent is O (water), C1CCOC1 (THF). Yields the product NC1=NC=2C(=CC=3C(C(N(C3C2)CCC)=O)(C)C)N1 (2-Amino-7,7-dimethyl-5-propyl-5,7-dihydro-1H-imidazo[4,5-f]indol-6-one). Isolated yield 92.7%. Reaction SMILES: [NH2:1][C:2]1[CH:3]=[C:4]2[C:8](=[CH:9][C:10]=1[NH2:11])[N:7]([CH2:12][CH2:13][CH3:14])[C:6](=[O:15])[C:5]2([CH3:17])[CH3:16].Br[C:19]#[N:20].C(Cl)Cl.CO>O.C1COCC1>[NH2:20][C:19]1[NH:1][C:2]2=[CH:3][C:4]3[C:5]([CH3:16])([CH3:17])[C:6](=[O:15])[N:7]([CH2:12][CH2:13][CH3:14])[C:8]=3[CH:9]=[C:10]2[N:11]=1 |f:2.3|. Reported procedure: Analogously to general procedure (III) 5,6-diamino-3,3-dimethyl-1-propyl-1,3-dihydro-indol-2-one (1.52 g) is cyclized using BrCN (3 M; 2.4 ml; 7.2 mmol) at RT in water (5 ml) and THF (13 ml). After aqueous work-up and flash chromatography on silica gel eluting with CH2Cl2/MeOH (15:1) the desired compound (1.56 g) is obtained.